Dataset: the Open Reaction Database (ORD), a public repository of structured organic reaction records. Task: describe an organic reaction: reactants, conditions, products, and yield The reactants are [N+](=O)([O-])C=1C(=C(C=C(C=O)C1)OCC)O (5-nitro-3-ethoxy-4-hydroxybenzaldehyde), COC=1C=C(CBr)C=CC1 (3-methoxybenzyl bromide), C([O-])([O-])=O.[K+].[K+] (potassium carbonate), O (water). Reagents/catalysts: [I-].C(CCC)[N+](CCCC)(CCCC)CCCC (tetrabutylammonium iodide). The solvent is CN(C)C=O (DMF). Run at temperature 60 celsius, time 90 minute. The product is C(C)OC=1C=C(C=O)C=C(C1OCC1=CC(=CC=C1)OC)[N+](=O)[O-] (3-Ethoxy-4-(3-methoxy-benzyloxy)-5-nitro-benzaldehyde). Reaction SMILES: [N+:1]([C:4]1[C:5]([OH:15])=[C:6]([O:12][CH2:13][CH3:14])[CH:7]=[C:8]([CH:11]=1)[CH:9]=[O:10])([O-:3])=[O:2].[CH3:16][O:17][C:18]1[CH:19]=[C:20]([CH:23]=[CH:24][CH:25]=1)[CH2:21]Br.C(=O)([O-])[O-].[K+].[K+].O>[I-].C([N+](CCCC)(CCCC)CCCC)CCC.CN(C=O)C>[CH2:13]([O:12][C:6]1[CH:7]=[C:8]([CH:11]=[C:4]([N+:1]([O-:3])=[O:2])[C:5]=1[O:15][CH2:21][C:20]1[CH:23]=[CH:24][CH:25]=[C:18]([O:17][CH3:16])[CH:19]=1)[CH:9]=[O:10])[CH3:14] |f:2.3.4,6.7|. Procedure: A mixture of 5-nitro-3-ethoxy-4-hydroxybenzaldehyde (100 mg), 3-methoxybenzyl bromide (73 μl), potassium carbonate (144 mg) and tetrabutylammonium iodide (10 mg) in DMF (5 ml) was stirred at 60° C. for 90 min. The mixture was poured into water and extracted with ethyl acetate. The organic layer was dried (MgSO4), filtered and concentrated in vacuo. The residue was purified by chromatography on silicagel in heptane/ethyl acetate 2/1 (v/v) as eluent. Starting materials: O=C([O-])[O-], CN1CCNCC1, O=S(=O)(Cl)c1ccc(F)cc1, [K+], [K+], O. Yields the product CN1CCN(S(=O)(=O)c2ccc(F)cc2)CC1. RXN SMILES: [C:19](=[O:20])([O-:21])[O-:22].[CH3:12][N:13]1[CH2:14][CH2:15][NH:16][CH2:17][CH2:18]1.[F:1][c:2]1[cH:3][cH:4][c:5]([S:8](=[O:9])(=[O:10])[Cl:11])[cH:6][cH:7]1.[K+:23].[K+:24].[OH2:25]>>[F:1][c:2]1[cH:3][cH:4][c:5]([S:8](=[O:9])(=[O:10])[N:16]2[CH2:15][CH2:14][N:13]([CH3:12])[CH2:18][CH2:17]2)[cH:6][cH:7]1. The reactants are Cl (hydrochloric acid), ClC(=O)OCC1=CC=CC=C1 (Benzyl chloroformate), CC1=CC=C(C=C1)S(=O)(=O)O.C1(=CC=CC=C1)C1(CCNCC1)C(=O)O (4-phenyl-4-piperidinecarboxylic acid p-methylbenzenesulfonate), ClCCl (dichloromethane). The solvent is [OH-].[Na+] (sodium hydroxide). The product is C(C1=CC=CC=C1)OC(=O)N1CCC(CC1)(C(=O)O)C1=CC=CC=C1 (4-phenyl-piperidine-1,4-dicarboxylic acid monobenzyl ester). Isolated yield 94.7%. RXN SMILES: Cl[C:2]([O:4][CH2:5][C:6]1[CH:11]=[CH:10][CH:9]=[CH:8][CH:7]=1)=[O:3].CC1C=CC(S(O)(=O)=O)=CC=1.[C:23]1([C:29]2([C:35]([OH:37])=[O:36])[CH2:34][CH2:33][NH:32][CH2:31][CH2:30]2)[CH:28]=[CH:27][CH:26]=[CH:25][CH:24]=1.ClCCl.Cl>[OH-].[Na+]>[CH2:5]([O:4][C:2]([N:32]1[CH2:31][CH2:30][C:29]([C:23]2[CH:24]=[CH:25][CH:26]=[CH:27][CH:28]=2)([C:35]([OH:37])=[O:36])[CH2:34][CH2:33]1)=[O:3])[C:6]1[CH:11]=[CH:10][CH:9]=[CH:8][CH:7]=1 |f:1.2,5.6|. Procedure details: Benzyl chloroformate (4.75 mL, 33.1 mmol) was added dropwise to a solution of 4-phenyl-4-piperidinecarboxylic acid p-methylbenzenesulfonate (10.0 g, 26.5 mmol) in 1M sodium hydroxide (200 mL)/dichloromethane (100 mL). After 2 hours the reaction mixture was made acidic with 1M hydrochloric acid (pH=3), the organic layer was separated and the aqueous layer extracted with ethyl acetate (3×100 mL). The organic layers were collected, concentrated and crude product washed with water (3×50 mL) to give ... Starting materials: FC1=CC=C(C=C1)N1N=CC2=CC(=CC=C12)C(CC(=O)O)C1=CC=CC=C1 (3-(1-(4-fluorophenyl)-1H-indazol-5-yl)-3-phenylpropanoic acid), CN1N=C(N=C1)N (1-methyl-1H-1,2,4-triazol-3-amine). Product: FC1=CC=C(C=C1)N1N=CC2=CC(=CC=C12)C(CC(=O)NC1=NN(C=N1)C)C1=CC=CC=C1 (3-(1-(4-Fluorophenyl)-1H-indazol-5-yl)-N-(1-methyl-1H-1,2,4-triazol-3-yl)-3-phenylpropanamide). Isolated yield 11.0%. As a reaction SMILES: [F:1][C:2]1[CH:7]=[CH:6][C:5]([N:8]2[C:16]3[C:11](=[CH:12][C:13]([CH:17]([C:22]4[CH:27]=[CH:26][CH:25]=[CH:24][CH:23]=4)[CH2:18][C:19]([OH:21])=O)=[CH:14][CH:15]=3)[CH:10]=[N:9]2)=[CH:4][CH:3]=1.[CH3:28][N:29]1[CH:33]=[N:32][C:31]([NH2:34])=[N:30]1>>[F:1][C:2]1[CH:3]=[CH:4][C:5]([N:8]2[C:16]3[C:11](=[CH:12][C:13]([CH:17]([C:22]4[CH:23]=[CH:24][CH:25]=[CH:26][CH:27]=4)[CH2:18][C:19]([NH:34][C:31]4[N:32]=[CH:33][N:29]([CH3:28])[N:30]=4)=[O:21])=[CH:14][CH:15]=3)[CH:10]=[N:9]2)=[CH:6][CH:7]=1. Procedure details: Example 137 was prepared from 3-(1-(4-fluorophenyl)-1H-indazol-5-yl)-3-phenylpropanoic acid (50 mg, 0.14 mmol) and 1-methyl-1H-1,2,4-triazol-3-amine using General Coupling Method A to give 7 mg (11% yield). MS found: (M+H)+=441.5. The reactants are NC=1C=CC(=NC1)OC1=CC=C(C(=O)OCC)C=C1 (ethyl 4-(5-aminopyridin-2-yloxy)benzoate), CC=1C=C(C(=O)O)C=CC1C (3,4-dimethylbenzoic acid), O.ON1N=NC2=C1C=CC=C2 (1-hydroxybenzotriazole monohydrate), Cl.C(C)N=C=NCCCN(C)C (1-ethyl-3-(3-dimethylaminopropyl)carbodiimide hydrochloride). The solvent is CN(C)C=O (DMF). Reaction conditions: time 17 hour. Yields the product CC=1C=C(C(=O)NC=2C=CC(=NC2)OC2=CC=C(C(=O)OCC)C=C2)C=CC1C (ethyl 4-[5-(3,4-dimethylbenzoylamino)-pyridin-2-yloxy]benzoate). As a reaction SMILES: [NH2:1][C:2]1[CH:3]=[CH:4][C:5]([O:8][C:9]2[CH:19]=[CH:18][C:12]([C:13]([O:15][CH2:16][CH3:17])=[O:14])=[CH:11][CH:10]=2)=[N:6][CH:7]=1.[CH3:20][C:21]1[CH:22]=[C:23]([CH:27]=[CH:28][C:29]=1[CH3:30])[C:24](O)=[O:25].O.ON1C2C=CC=CC=2N=N1.Cl.C(N=C=NCCCN(C)C)C>CN(C=O)C>[CH3:20][C:21]1[CH:22]=[C:23]([CH:27]=[CH:28][C:29]=1[CH3:30])[C:24]([NH:1][C:2]1[CH:3]=[CH:4][C:5]([O:8][C:9]2[CH:19]=[CH:18][C:12]([C:13]([O:15][CH2:16][CH3:17])=[O:14])=[CH:11][CH:10]=2)=[N:6][CH:7]=1)=[O:25] |f:2.3,4.5|. Procedure: To a solution of ethyl 4-(5-aminopyridin-2-yloxy)benzoate (14.15 g, 54.8 mmol) in DMF (100 mL) were added 3,4-dimethylbenzoic acid (8.23 g, 54.8 mmol), 1-hydroxybenzotriazole monohydrate (8.4 g, 54.8 mmol), 1-ethyl-3-(3-dimethylaminopropyl)carbodiimide hydrochloride (12.6 g, 65.7 mmol) under ice cooling, and then stirred for 30 minutes under ice cooling and for 17 hours at room temperature. The reaction solution was concentrated under reduced pressure. To the residue was added water (200 mL), an...